This data is from the Open Reaction Database (ORD), a public repository of structured organic reaction records. The task is: describe an organic reaction: reactants, conditions, products, and yield Reactants: CC(=O)OC(C)=O, O=C1NC(C(Cl)(Cl)Cl)Oc2ccccc21, O. Product: CC(=O)N1C(=O)c2ccccc2OC1C(Cl)(Cl)Cl. As a reaction SMILES: [CH3:16][C:17](=[O:18])[O:19][C:20](=[O:21])[CH3:22].[Cl:1][C:2]([CH:3]1[O:4][c:5]2[c:6]([cH:10][cH:11][cH:12][cH:13]2)[C:7](=[O:9])[NH:8]1)([Cl:14])[Cl:15].[OH2:23]>>[Cl:1][C:2]([CH:3]1[O:4][c:5]2[c:6]([cH:10][cH:11][cH:12][cH:13]2)[C:7](=[O:9])[N:8]1[C:17]([CH3:16])=[O:18])([Cl:14])[Cl:15]. The reactants are COC(C)(OC)OC, CC(=O)OC(C)=O, CCOCC, N#CCC(=O)c1ccc(F)cc1. Yields the product COC(C)=C(C#N)C(=O)c1ccc(F)cc1. Reaction SMILES: [C:13]([CH3:14])([O:15][CH3:16])([O:17][CH3:18])[O:19][CH3:20].[CH3:21][C:22]([O:23][C:24](=[O:25])[CH3:26])=[O:27].[CH3:28][CH2:29][O:30][CH2:31][CH3:32].[F:1][c:2]1[cH:3][cH:4][c:5]([C:6](=[O:7])[CH2:8][C:9]#[N:10])[cH:11][cH:12]1>>[F:1][c:2]1[cH:3][cH:4][c:5]([C:6](=[O:7])[C:8]([C:9]#[N:10])=[C:13]([CH3:14])[O:15][CH3:16])[cH:11][cH:12]1. The reactants are FC(/C=C/C(=O)OCC)(F)F (ethyl 4,4,4-trifluorocrotonate), C(C)(=O)O (acetic acid), C(=O)=O (CO2), [OH-].[K+] (KOH), Cl (HCl), [Na] (sodium), C(CC(=O)OCC)(=O)OCC (diethyl malonate), [Na] (sodium). The solvent is C1CCOC1 (THF), O (water), C1CCOC1 (THF), C1CCOC1 (THF). Conditions: temperature 40 celsius, time 17 hour. Yields the product FC(C(CC(=O)O)CC(=O)O)(F)F (3-(trifluoromethyl)glutaric acid). Isolated yield 95.0%. Reaction SMILES: [Na].C(OCC)(=O)[CH2:3][C:4]([O:6]CC)=[O:5].[F:13][C:14]([F:23])([F:22])/[CH:15]=[CH:16]/[C:17]([O:19]CC)=[O:18].C(O)(=O)C.[OH-].[K+].Cl.C(=O)=O>C1COCC1.O>[F:23][C:14]([F:13])([F:22])[CH:15]([CH2:16][C:17]([OH:19])=[O:18])[CH2:3][C:4]([OH:6])=[O:5] |f:4.5,^1:0|. Procedure details: To 115 mg (5 mmol) of sodium metal (cut into small pieces and washed with hexanes) in 5 ml of THF was added a solution of diethyl malonate (800 mg, 5 mmol) in 10 ml THF. The mixture was stirred at room temperature until all of the sodium metal was consumed (2-3 hours). A catalytic amount of tetrabutylammonium bromide was added, followed by a THF solution (10 ml) of ethyl 4,4,4-trifluorocrotonate (0.84 g, 5 mmol). This mixture was-warmed to 40° C. and stirred for 17 hours. After cooling to 10° C.... Reactants: CC(=O)O, CCOCC, C=[N+]=[N-], O=C(O)c1ccc[nH]1. Yields the product COC(=O)c1ccc[nH]1. RXN SMILES: [CH3:12][C:13](=[O:14])[OH:15].[CH3:16][CH2:17][O:18][CH2:19][CH3:20].[N+:9](=[N-:10])=[CH2:11].[OH:1][C:2](=[O:3])[c:4]1[cH:5][cH:6][cH:7][nH:8]1>>[O:1]=[C:2]([O:3][CH3:11])[c:4]1[cH:5][cH:6][cH:7][nH:8]1. Reactants: C(C)(=O)NC1=C(C(=O)O)C(=CC(=N1)C)C (2-acetylamino-4,6-dimethylnicotinic acid), final reagents, C1(CC1)CN1C(N(C(C=2NC(=NC12)CC1=CC=C(C=C1)NC)=O)CC1=C(C=CC=C1)F)=O (3-cyclopropylmethyl-8-[4-(methylamino)-benzyl]-1-(2-fluorobenzyl)-3,7-dihydropurine-2,6-dione). The reagents and catalysts are CN(C1=CC=NC=C1)C (4-dimethylaminopyridine). Run in C(C)N(CC)CC (triethyl amine). Yields the product N(C(=O)C)C1=C(C(=O)N(C)C2=CC=C(C=C2)CC2=NC=3N(C(N(C(C3N2)=O)CC2=C(C=CC=C2)F)=O)CC2CC2)C(=CC(=N1)C)C (2-Acetamino-N-{4-[3-cyclopropylmethyl-1-(2-fluorobenzyl)-2,6-dioxo-2,3,6,7-tetrahydro-1H-purin-8-ylmethyl]-phenyl}-4,6,N-trimethyl-nicotinamide). Reaction SMILES: [C:1]([NH:4][C:5]1[N:13]=[C:12]([CH3:14])[CH:11]=[C:10]([CH3:15])[C:6]=1[C:7]([OH:9])=O)(=[O:3])[CH3:2].[CH:16]1([CH2:19][N:20]2[C:28]3[N:27]=[C:26]([CH2:29][C:30]4[CH:35]=[CH:34][C:33]([NH:36][CH3:37])=[CH:32][CH:31]=4)[NH:25][C:24]=3[C:23](=[O:38])[N:22]([CH2:39][C:40]3[CH:45]=[CH:44][CH:43]=[CH:42][C:41]=3[F:46])[C:21]2=[O:47])[CH2:18][CH2:17]1>CN(C)C1C=CN=CC=1.C(N(CC)CC)C>[NH:4]([C:5]1[N:13]=[C:12]([CH3:14])[CH:11]=[C:10]([CH3:15])[C:6]=1[C:7]([N:36]([C:33]1[CH:34]=[CH:35][C:30]([CH2:29][C:26]2[NH:25][C:24]3[C:23](=[O:38])[N:22]([CH2:39][C:40]4[CH:45]=[CH:44][CH:43]=[CH:42][C:41]=4[F:46])[C:21](=[O:47])[N:20]([CH2:19][CH:16]4[CH2:18][CH2:17]4)[C:28]=3[N:27]=2)=[CH:31][CH:32]=1)[CH3:37])=[O:9])[C:1]([CH3:2])=[O:3]. Procedure details: This compound was prepared by a method similar to that described in example 79 except that 2-acetylamino-4,6-dimethylnicotinic acid was used in place of N-acetyl-6-amino-2-pyridine carboxylic acid, the reaction was performed using 1 equivalent of 3-cyclopropylmethyl-8-[4-(methylamino)-benzyl]-1-(2-fluorobenzyl)-3,7-dihydropurine-2,6-dione and excess triethyl amine and a catalytic amount of 4-dimethylaminopyridine were added as the final reagents to the reaction mixture. The product was purified ... Reactants: FC(C1=CC=C(C=C1)N=C=O)(F)F (p-trifluoromethyl-phenylisocyanate), NC=1C=C(C=CC1)C1=NN(C=C1C1=NC(=NC=C1)N)CC1=CC=C(C=C1)OC (4-[3-(3-aminophenyl)-1-(4-methoxybenzyl)-1H-pyrazol-4-yl]-pyrimidin-2-amine), [Na] (sodium). Run in CN(C=O)C (dimethylformamide). Conditions: time 8 hour. Yields the product NC1=NC=CC(=N1)C=1C(=NN(C1)CC1=CC=C(C=C1)OC)C=1C=C(C=CC1)NC(=O)NC1=CC=C(C=C1)C(F)(F)F (1-{3-[4-(2-aminopyrimidin-4-yl)-1-(4-methoxybenzyl)-1H-pyrazol-3-yl]phenyl}-3-[4-(trifluoromethyl)phenyl]urea). The yield is 53.0%. RXN SMILES: [NH2:1][C:2]1[CH:3]=[C:4]([C:8]2[C:12]([C:13]3[CH:18]=[CH:17][N:16]=[C:15]([NH2:19])[N:14]=3)=[CH:11][N:10]([CH2:20][C:21]3[CH:26]=[CH:25][C:24]([O:27][CH3:28])=[CH:23][CH:22]=3)[N:9]=2)[CH:5]=[CH:6][CH:7]=1.[F:29][C:30]([F:41])([F:40])[C:31]1[CH:36]=[CH:35][C:34]([N:37]=[C:38]=[O:39])=[CH:33][CH:32]=1.[Na]>CN(C)C=O>[NH2:19][C:15]1[N:14]=[C:13]([C:12]2[C:8]([C:4]3[CH:3]=[C:2]([NH:1][C:38]([NH:37][C:34]4[CH:33]=[CH:32][C:31]([C:30]([F:29])([F:40])[F:41])=[CH:36][CH:35]=4)=[O:39])[CH:7]=[CH:6][CH:5]=3)=[N:9][N:10]([CH2:20][C:21]3[CH:22]=[CH:23][C:24]([O:27][CH3:28])=[CH:25][CH:26]=3)[CH:11]=2)[CH:18]=[CH:17][N:16]=1 |^1:41|. Procedure details: 1 g (2.7 mmol) of 4-[3-(3-aminophenyl)-1-(4-methoxybenzyl)-1H-pyrazol-4-yl]-pyrimidin-2-amine was dissolved in 290 ml of dry dimethylformamide and 386 μl of p-trifluoromethyl-phenylisocyanate were added. The reaction was then stirred at room temperature overnight. The mixture was poured into aqueous sodium hydrogenocarbonate and extracted with dichloromethane. The organic layer was then dried over sodium sulphate and evaporated. The crude was purified by flash-chromatography on a silica gel colu... Starting materials: C(=O)(O)CCC=1C(=C(NC1)C)C(=O)OCC (4-(2-Carboxyethyl)-3-ethoxycarbonyl-2-methylpyrrole), [OH-].[K+] (potassium hydroxide). The solvent is C(C)O (ethanol). Product: C(=O)(O)CCC=1C(=C(NC1)C)C(=O)O (4-(2-carboxyethyl)-2-methyl-1H-pyrrole-3-carboxylic acid). Yield: 64.0%. RXN SMILES: [C:1]([CH2:4][CH2:5][C:6]1[C:7]([C:12]([O:14]CC)=[O:13])=[C:8]([CH3:11])[NH:9][CH:10]=1)([OH:3])=[O:2].[OH-].[K+]>C(O)C>[C:1]([CH2:4][CH2:5][C:6]1[C:7]([C:12]([OH:14])=[O:13])=[C:8]([CH3:11])[NH:9][CH:10]=1)([OH:3])=[O:2] |f:1.2|. Procedure: 4-(2-Carboxyethyl)-3-ethoxycarbonyl-2-methylpyrrole (Bulter, A. R., and George, S. D. (1993) Tetrahedron 49: 7017-7026) was hydrolyzed using potassium hydroxide (KOH) in ethanol (EtOH) to give 4-(2-carboxyethyl)-2-methyl-1H-pyrrole-3-carboxylic acid (64%).